Dataset: the Open Reaction Database (ORD), a public repository of structured organic reaction records. Task: describe an organic reaction: reactants, conditions, products, and yield The reactants are ClC1=C(C=NC=C1C(=O)OCC)C(=O)OCC (diethyl 4-chloro-3,5-pyridinedicarboxylate), C1(=CC=CC=C1)NN (phenylhydrazine). The solvent is C(C)O (ethanol). Yields the product C(C)OC(=O)C=1C=2C(=CNC1)C(N(N2)C2=CC=CC=C2)=O (3,5-Dihydro-3-oxo-2-phenyl-2H-pyrazolo[4,3-c]pyridine-7-carboxylic acid ethyl ester). As a reaction SMILES: Cl[C:2]1[C:7]([C:8]([O:10][CH2:11][CH3:12])=[O:9])=[CH:6][N:5]=[CH:4][C:3]=1[C:13]([O:15]CC)=O.[C:18]1([NH:24][NH2:25])[CH:23]=[CH:22][CH:21]=[CH:20][CH:19]=1>C(O)C>[CH2:11]([O:10][C:8]([C:7]1[C:2]2[C:3]([C:13](=[O:15])[N:24]([C:18]3[CH:23]=[CH:22][CH:21]=[CH:20][CH:19]=3)[N:25]=2)=[CH:4][NH:5][CH:6]=1)=[O:9])[CH3:12]. Procedure details: A mixture of diethyl 4-chloro-3,5-pyridinedicarboxylate (3.09 g, 12.0 mmol) and phenylhydrazine (1.42 ml, 14.4 mmol) in ethanol (100 ml) was degassed by evaporating under vacuum and refilling with nitrogen several times. The mixture was then stirred at reflux for 17 h under nitrogen. The mixture was left to cool in the fridge for a few hours, then filtered from a solid, which was washed with ethanol and ethyl acetate. The combined filtrates were evaporated in vacuo, and the residue was purified ...